Dataset: the Open Reaction Database (ORD), a public repository of structured organic reaction records. Task: describe an organic reaction: reactants, conditions, products, and yield The reactants are O=[N+]([O-])c1ccc(Br)cc1, [Na+], [Na+], O=C([O-])[O-], O, Cc1ccccc1, OB(O)c1cccc2c1oc1ccccc12, c1ccc(P(c2ccccc2)(c2ccccc2)[Pd](P(c2ccccc2)(c2ccccc2)c2ccccc2)(P(c2ccccc2)(c2ccccc2)c2ccccc2)P(c2ccccc2)(c2ccccc2)c2ccccc2)cc1. Product: O=[N+]([O-])c1ccc(-c2cccc3c2oc2ccccc23)cc1. RXN SMILES: [Br:17][c:18]1[cH:19][cH:20][c:21]([N+:24](=[O:25])[O-:26])[cH:22][cH:23]1.[Na+:27].[Na+:28].[O-:29][C:30](=[O:31])[O-:32].[OH2:33].[c:34]1([CH3:35])[cH:36][cH:37][cH:38][cH:39][cH:40]1.[cH:1]1[cH:2][cH:3][c:4]([B:14]([OH:15])[OH:16])[c:5]2[o:6][c:7]3[c:8]([c:9]12)[cH:10][cH:11][cH:12][cH:13]3.[cH:41]1[cH:42][cH:43][c:44]([P:45]([Pd:46]([P:47]([c:48]2[cH:49][cH:50][cH:51][cH:52][cH:53]2)([c:54]2[cH:55][cH:56][cH:57][cH:58][cH:59]2)[c:60]2[cH:61][cH:62][cH:63][cH:64][cH:65]2)([P:66]([c:67]2[cH:68][cH:69][cH:70][cH:71][cH:72]2)([c:73]2[cH:74][cH:75][cH:76][cH:77][cH:78]2)[c:79]2[cH:80][cH:81][cH:82][cH:83][cH:84]2)[P:85]([c:86]2[cH:87][cH:88][cH:89][cH:90][cH:91]2)([c:92]2[cH:93][cH:94][cH:95][cH:96][cH:97]2)[c:98]2[cH:99][cH:100][cH:101][cH:102][cH:103]2)([c:104]2[cH:105][cH:106][cH:107][cH:108][cH:109]2)[c:110]2[cH:111][cH:112][cH:113][cH:114][cH:115]2)[cH:116][cH:117]1>>[cH:1]1[cH:2][cH:3][c:4](-[c:18]2[cH:19][cH:20][c:21]([N+:24](=[O:25])[O-:26])[cH:22][cH:23]2)[c:5]2[o:6][c:7]3[c:8]([c:9]12)[cH:10][cH:11][cH:12][cH:13]3. The reactants are N#CCCCCc1cnn2c(Cl)nc(SCc3ccccc3)nc12, CCO, CCOC(C)=O, NC1CC1. Yields the product N#CCCCCc1cnn2c(NC3CC3)nc(SCc3ccccc3)nc12. RXN SMILES: [CH2:1]([c:2]1[cH:3][cH:4][cH:5][cH:6][cH:7]1)[S:8][c:9]1[n:10][c:11]2[n:12]([c:13]([Cl:15])[n:14]1)[n:16][cH:17][c:18]2[CH2:19][CH2:20][CH2:21][CH2:22][C:23]#[N:24].[CH3:29][CH2:30][OH:31].[CH3:32][CH2:33][O:34][C:35]([CH3:36])=[O:37].[CH:25]1([NH2:28])[CH2:26][CH2:27]1>>[CH2:1]([c:2]1[cH:3][cH:4][cH:5][cH:6][cH:7]1)[S:8][c:9]1[n:10][c:11]2[n:12]([c:13]([NH:28][CH:25]3[CH2:26][CH2:27]3)[n:14]1)[n:16][cH:17][c:18]2[CH2:19][CH2:20][CH2:21][CH2:22][C:23]#[N:24]. Reactants: CN(C)c1ccncc1, COc1cc2nccc(Cl)c2cc1OC, O=C(c1ccc(O)cc1)c1ccc(Cl)c(Cl)c1, Cc1ccccc1C. The product is COc1cc2nccc(Oc3ccc(C(=O)c4ccc(Cl)c(Cl)c4)cc3)c2cc1OC. RXN SMILES: [CH3:33][N:34]([CH3:35])[c:36]1[cH:37][cH:38][n:39][cH:40][cH:41]1.[Cl:18][c:19]1[cH:20][cH:21][n:22][c:23]2[cH:24][c:25]([O:31][CH3:32])[c:26]([O:29][CH3:30])[cH:27][c:28]12.[OH:1][c:2]1[cH:3][cH:4][c:5]([C:8](=[O:9])[c:10]2[cH:11][c:12]([Cl:17])[c:13]([Cl:16])[cH:14][cH:15]2)[cH:6][cH:7]1.[c:42]1([CH3:43])[c:44]([CH3:45])[cH:46][cH:47][cH:48][cH:49]1>>[O:1]([c:2]1[cH:3][cH:4][c:5]([C:8](=[O:9])[c:10]2[cH:11][c:12]([Cl:17])[c:13]([Cl:16])[cH:14][cH:15]2)[cH:6][cH:7]1)[c:19]1[cH:20][cH:21][n:22][c:23]2[cH:24][c:25]([O:31][CH3:32])[c:26]([O:29][CH3:30])[cH:27][c:28]12. The reactants are CCN(CC)C(C)C, CS(=O)(=O)Cl, ClCCl, Nc1nc(NC2CCNCC2)sc1C(=O)c1c(F)cccc1F. Product: CS(=O)(=O)N1CCC(Nc2nc(N)c(C(=O)c3c(F)cccc3F)s2)CC1. As a reaction SMILES: [CH2:29]([N:30]([CH2:31][CH3:32])[CH:33]([CH3:34])[CH3:35])[CH3:36].[CH3:24][S:25]([Cl:26])(=[O:27])=[O:28].[Cl:37][CH2:38][Cl:39].[NH2:1][c:2]1[n:3][c:4]([NH:17][CH:18]2[CH2:19][CH2:20][NH:21][CH2:22][CH2:23]2)[s:5][c:6]1[C:7](=[O:8])[c:9]1[c:10]([F:16])[cH:11][cH:12][cH:13][c:14]1[F:15]>>[NH2:1][c:2]1[n:3][c:4]([NH:17][CH:18]2[CH2:19][CH2:20][N:21]([S:25]([CH3:24])(=[O:27])=[O:28])[CH2:22][CH2:23]2)[s:5][c:6]1[C:7](=[O:8])[c:9]1[c:10]([F:16])[cH:11][cH:12][cH:13][c:14]1[F:15].